From a dataset of the Open Reaction Database (ORD), a public repository of structured organic reaction records. describe an organic reaction: reactants, conditions, products, and yield Starting materials: COCOc1cccnc1C(O)c1cccc(Br)c1, CCOC(C)=O. Yields the product COCOc1cccnc1C(=O)c1cccc(Br)c1. As a reaction SMILES: [Br:1][c:2]1[cH:3][c:4]([CH:5]([OH:6])[c:7]2[n:8][cH:9][cH:10][cH:11][c:12]2[O:13][CH2:14][O:15][CH3:16])[cH:17][cH:18][cH:19]1.[CH3:20][CH2:21][O:22][C:23](=[O:24])[CH3:25]>>[Br:1][c:2]1[cH:3][c:4]([C:5](=[O:6])[c:7]2[n:8][cH:9][cH:10][cH:11][c:12]2[O:13][CH2:14][O:15][CH3:16])[cH:17][cH:18][cH:19]1. The reactants are BrC=1C=C(C(=O)OC)C=CC1C (Methyl 3-bromo-4-methylbenzoate), C[Mg]Br (methylmagnesium bromide), C(C)(=O)OCC (ethyl acetate). Run in C1CCOC1 (THF), C([O-])(O)=O.[Na+] (sodium bicarbonate). Run at temperature -78 celsius, time 30 minute. The product is BrC=1C=C(C=CC1C)C(C)(C)O (2-(3-bromo-4-methylphenyl)propan-2-ol). As a reaction SMILES: [Br:1][C:2]1[CH:3]=[C:4]([CH:9]=[CH:10][C:11]=1[CH3:12])C(OC)=O.[CH3:13][Mg]Br.C([O:19][CH2:20][CH3:21])(=O)C>C1COCC1.C(=O)(O)[O-].[Na+]>[Br:1][C:2]1[CH:3]=[C:4]([C:20]([OH:19])([CH3:21])[CH3:13])[CH:9]=[CH:10][C:11]=1[CH3:12] |f:4.5|. Procedure: To a round bottom flask, Methyl 3-bromo-4-methylbenzoate (25 g, 109 mmol) was added under nitrogen, dissolved in THF (110 mL), and cooled to −78° C. 3M methylmagnesium bromide (85 ml, 251 mmol) was added slowly to the cooled solution and allowed to stir for 30 minutes. The reaction was warmed to room temperature for 30 minutes until complete conversion over starting material. The solution was diluted with ethyl acetate and sodium bicarbonate. Extracted (3×) with ethyl acetate, and washed the com...